This data is from the Open Reaction Database (ORD), a public repository of structured organic reaction records. The task is: describe an organic reaction: reactants, conditions, products, and yield Reactants: C1(CCCC1)CC(=O)O (cyclopentylacetic acid), Cl.N[C@@H](C)C(=O)C1(C(N(C2=C(N(C1=O)CC(C)(C)C)C=CC=C2)CC(C)(C)C)=O)N (3-(L-Alaninyl)-amino-2,4-dioxo-1,5-bis-(2,2-dimethylpropyl)-2,3,4,5-tetrahydro-1H-1,5-benzodiazepine Hydrochloride). Yields the product C1(CCCC1)CC(=O)N[C@@H](C)C(=O)NC1C(N(C2=C(N(C1=O)CC(C)(C)C)C=CC=C2)CC(C)(C)C)=O (3-[N-(Cyclopentylacetyl)-L-alaninyl]amino-2,4-dioxo-1,5-bis-(2,2-dimethylpropyl)-2,3,4,5-tetrahydro-1H-1,5-benzodiazepine). RXN SMILES: [CH:1]1([CH2:6][C:7]([OH:9])=O)[CH2:5][CH2:4][CH2:3][CH2:2]1.Cl.N[C@H](C([C:16]1([NH2:39])[C:22](=[O:23])[N:21]([CH2:24][C:25]([CH3:28])([CH3:27])[CH3:26])[C:20]2[CH:29]=[CH:30][CH:31]=[CH:32][C:19]=2[N:18]([CH2:33][C:34]([CH3:37])([CH3:36])[CH3:35])[C:17]1=[O:38])=O)C>>[CH:1]1([CH2:6][C:7]([NH:39][C@H:16]([C:22]([NH:39][CH:16]2[C:17](=[O:38])[N:18]([CH2:33][C:34]([CH3:37])([CH3:36])[CH3:35])[C:19]3[CH:32]=[CH:31][CH:30]=[CH:29][C:20]=3[N:21]([CH2:24][C:25]([CH3:27])([CH3:26])[CH3:28])[C:22]2=[O:23])=[O:23])[CH3:17])=[O:9])[CH2:2][CH2:3][CH2:4][CH2:5]1 |f:1.2|. Reported procedure: Following General Procedure I above using cyclopentylacetic acid (Aldrich) and 3-(L-alaninyl)-amino-2,4-dioxo-1,5-bis-(2,2-dimethylpropyl)-2,3,4,5-tetrahydro-1H-1,5-benzodiazepine hydrochloride (Example 8-V), the title compound was prepared as a white amorphous solid. Purification was by flash chromatography eluting with CH2Cl2/EtOAc (2:1 gradient to 3:2). Rf=0.29 (CH2Cl2/EtOAc, 2:1). Isolated yield 33.7%. Run in ClCCCl (1,2-dichloroethane). Product: N1C=CC2=C(C=CC=C12)N1CCN(CC1)[C@H]1CC[C@H](CC1)C1=C(NC2=CC=CC=C12)C (3-[cis-4-[4-(1H-Indol-4-yl)-1-piperazinyl]cyclohexyl]-2-methyl-1H-indole). Procedure: A solution of 4-(1H-indol-3-yl)-cyclohexanone (1.44 g, 6.33 mmol), 1-(indol-4-yl)piperazine (1.27 g, 6.33 mmol), sodium triacetoxyborohydride (1.88 g, 8.86 mmol) and acetic acid (0.76 mg, 12.6 mmol) in 1,2-dichloroethane (100 ml) was allowed to stir at room temperature overnight. The reaction was quenched with 1N sodium hydroxide (80 ml), extracted with methylene chloride (3×300 ml), and washed with brine (150 ml). The organic layer was dried over anhydrous sodium sulfate and filtered. The solve... As a reaction SMILES: [NH:1]1[C:9]2[C:4](=[CH:5][CH:6]=[CH:7][CH:8]=2)[C:3]([CH:10]2[CH2:15][CH2:14][C:13](=O)[CH2:12][CH2:11]2)=[CH:2]1.[NH:17]1[C:25]2[C:20](=[C:21]([N:26]3[CH2:31][CH2:30][NH:29][CH2:28][CH2:27]3)[CH:22]=[CH:23][CH:24]=2)[CH:19]=[CH:18]1.[C:32](O[BH-](OC(=O)C)OC(=O)C)(=O)C.[Na+].C(O)(=O)C>ClCCCl>[NH:17]1[C:25]2[C:20](=[C:21]([N:26]3[CH2:31][CH2:30][N:29]([C@@H:13]4[CH2:14][CH2:15][C@H:10]([C:3]5[C:4]6[C:9](=[CH:8][CH:7]=[CH:6][CH:5]=6)[NH:1][C:2]=5[CH3:32])[CH2:11][CH2:12]4)[CH2:28][CH2:27]3)[CH:22]=[CH:23][CH:24]=2)[CH:19]=[CH:18]1 |f:2.3|. Conditions: time 8 hour. Reactants: N1C=C(C2=CC=CC=C12)C1CCC(CC1)=O (4-(1H-indol-3-yl)-cyclohexanone), C(C)(=O)O (acetic acid), N1C=CC2=C(C=CC=C12)N1CCNCC1 (1-(indol-4-yl)piperazine), C(C)(=O)O[BH-](OC(C)=O)OC(C)=O.[Na+] (sodium triacetoxyborohydride). Starting materials: CO, Cl, [Li+], COC(=O)c1cccc(NC(=O)c2ccc3ccc(N)cc3c2)c1, [OH-], O. Yields the product Nc1ccc2ccc(C(=O)Nc3cccc(C(=O)O)c3)cc2c1. Reaction SMILES: [CH3:25][OH:26].[ClH:29].[Li+:27].[NH2:1][c:2]1[cH:3][cH:4][c:5]2[cH:6][cH:7][c:8]([C:12](=[O:13])[NH:14][c:15]3[cH:16][c:17]([C:18](=[O:19])[O:20][CH3:21])[cH:22][cH:23][cH:24]3)[cH:9][c:10]2[cH:11]1.[OH-:28].[OH2:30]>>[NH2:1][c:2]1[cH:3][cH:4][c:5]2[cH:6][cH:7][c:8]([C:12](=[O:13])[NH:14][c:15]3[cH:16][c:17]([C:18](=[O:19])[OH:20])[cH:22][cH:23][cH:24]3)[cH:9][c:10]2[cH:11]1. The reactants are CCCCO, CCOC(=O)Cn1ccnc1CC, NN, O. Yields the product CCc1nccn1CC(=O)NN. RXN SMILES: [CH2:17]([OH:18])[CH2:19][CH2:20][CH3:21].[CH2:1]([O:2][C:4]([CH2:5][n:6]1[c:7]([CH2:11][CH3:12])[n:8][cH:9][cH:10]1)=[O:13])[CH3:3].[NH2:15][NH2:16].[OH2:14]>>[C:4]([CH2:5][n:6]1[c:7]([CH2:11][CH3:12])[n:8][cH:9][cH:10]1)(=[O:13])[NH:15][NH2:16]. Starting materials: ClC1=C(C=CC(=C1Cl)C(CCCCCBr)=O)OC (2,3-dichloro-4-(6-bromohexanoyl)anisole), Cl.CNC (dimethylamine hydrochloride), C=O (paraformaldehyde), ClC1=C(C=CC(=C1Cl)C(C(CCCCCl)=C)=O)OC (2,3-dichloro-4-(6-chloro-2-methylenehexanoyl)anisole), S(O)(O)(=O)=O (sulfuric acid), S(O)(O)(=O)=O (sulfuric acid). The solvent is O (water), C(C)(=O)O (acetic acid), O (water), CN(C)C=O (DMF). The product is ClCCCCC1C(C2=C(C(=C(C=C2C1)OC)Cl)Cl)=O (2-(4-Chlorobutyl)-5-methyoxy-6,7-dichloro-1-indanone). Reaction SMILES: ClC1C(Cl)=C(C(=O)CCCCCBr)C=CC=1OC.Cl.CNC.C=O.[Cl:25][C:26]1[C:31]([Cl:32])=[C:30]([C:33](=[O:41])[C:34](=[CH2:40])[CH2:35][CH2:36][CH2:37][CH2:38][Cl:39])[CH:29]=[CH:28][C:27]=1[O:42][CH3:43].S(=O)(=O)(O)O>O.CN(C=O)C.C(O)(=O)C>[Cl:39][CH2:38][CH2:37][CH2:36][CH2:35][CH:34]1[CH2:40][C:29]2[C:30](=[C:31]([Cl:32])[C:26]([Cl:25])=[C:27]([O:42][CH3:43])[CH:28]=2)[C:33]1=[O:41] |f:1.2|. Procedure: A stirred mixture of 2,3-dichloro-4-(6-bromohexanoyl)anisole (10 g.), dimethylamine hydrochloride (4 g.), paraformaldehyde (2 g.) and acetic acid (0.5 ml.) is heated on a steam bath for 2 hours, treated with DMF (30 ml.)' and heated an additional 2.5 hours. The reaction mixture is poured into water, extracted with ether, washed with water and dried over magnesium sulfate. Evaporation of the ether affords 9 g. of crude 2,3-dichloro-4-(6-chloro-2-methylenehexanoyl)anisole which is cyclialkylated b... Run at temperature 80 celsius, time 12 hour. The reagents and catalysts are O=C1C=CC=2C=CC=C(C3=CN=C(C=C3)C=4N=CC=CC4)C2N1, O1B(OC(C)(C)C1(C)C)B2OC(C)(C)C(O2)(C)C, [K].OC(C)(C)C, C[OH2+].C[OH2+].C1CC=CCCC=C1.C1CC=CCCC=C1.[Ir].[Ir]. Solvent: O1CCCC1. Product: O=C(N)C1=CC=C(C=C1)B2OC(C)(C)C(O2)(C)C, O=C(N)C=1C=CC=C(C1)B2OC(C)(C)C(O2)(C)C. Procedure details: In an argon filled glove box, a 5.0 mL wheaton microreactor was charged with [Ir(cod)(OMe)]2 (1.98 mg, 1.5 mol%), L1 ligand (2.1 mg, 3.5 mol%), B2pin2 (50.8 mg, 1.0 equiv.), KOtBu (1.0 mg, 4.5 mol%), and dry THF (1.0 mL). The reaction mixture was stirred for 2 minutes at room temperature. To this mixture, benzamide (24.2 mg, 0.2 mmol) was added. The microreactor was capped with a teflon pressure cap and placed into pre-heated aluminum block at 80 oC. After 12 h, (judged by GC/MS), we found that ... Isolated yield 9.0%. Reactants: O=C(N)C=1C=CC=CC1. Starting materials: N1C=NC=C1 (imidazole), CN(C=O)C (dimethylformamide), C1=C(C=CC2=CC=CC=C12)C(=O)CBr (bromomethyl 2-naphthyl ketone). Solvent: O (water). Run at temperature 0 celsius, time 2 hour. Product: C1=C(C=CC2=CC=CC=C12)C(=O)CN1C=NC=C1 (1-(2-naphthoylmethyl)imidazole). RXN SMILES: [NH:1]1[CH:5]=[CH:4][N:3]=[CH:2]1.CN(C)C=O.[CH:11]1[C:20]2[C:15](=[CH:16][CH:17]=[CH:18][CH:19]=2)[CH:14]=[CH:13][C:12]=1[C:21]([CH2:23]Br)=[O:22]>O>[CH:11]1[C:20]2[C:15](=[CH:16][CH:17]=[CH:18][CH:19]=2)[CH:14]=[CH:13][C:12]=1[C:21]([CH2:23][N:1]1[CH:5]=[CH:4][N:3]=[CH:2]1)=[O:22]. Procedure details: To a stirred, ice-cooled slurry of 35 g. of imidazole in 25 ml. of dimethylformamide is added 24.9 g. of bromomethyl 2-naphthyl ketone. The mixture is stirred for 2 hours at 0° C., and then allowed to come to room temperature and stirred overnight. The solution is poured into water and the resulting sticky solid filtered off, washed with water and dissolved in benzene. Thereafter the resultant benzene solution is dried (azeotroped) to afford 1-(2-naphthoylmethyl)imidazole which is converted to i...